Task: describe an organic reaction: reactants, conditions, products, and yield. Dataset: the Open Reaction Database (ORD), a public repository of structured organic reaction records Reactants: CCOC(=O)C=Cc1cnc(NC(=O)c2cc(Oc3ccccc3)cc(OC(C)C)c2)s1, CO, [H][H]. The product is CCOC(=O)CCc1cnc(NC(=O)c2cc(Oc3ccccc3)cc(OC(C)C)c2)s1. Reaction SMILES: [CH2:1]([CH3:2])[O:3][C:4]([CH:5]=[CH:6][c:7]1[cH:8][n:9][c:10]([NH:12][C:13]([c:14]2[cH:15][c:16]([O:27][CH:28]([CH3:29])[CH3:30])[cH:17][c:18]([O:20][c:21]3[cH:22][cH:23][cH:24][cH:25][cH:26]3)[cH:19]2)=[O:31])[s:11]1)=[O:32].[CH3:35][OH:36].[H:33][H:34]>>[CH2:1]([CH3:2])[O:3][C:4]([CH2:5][CH2:6][c:7]1[cH:8][n:9][c:10]([NH:12][C:13]([c:14]2[cH:15][c:16]([O:27][CH:28]([CH3:29])[CH3:30])[cH:17][c:18]([O:20][c:21]3[cH:22][cH:23][cH:24][cH:25][cH:26]3)[cH:19]2)=[O:31])[s:11]1)=[O:32]. The reactants are N#CC1CCCN1C(=O)CBr, NC12CCC(CO)(CC1)CC2. Product: N#CC1CCCN1C(=O)CNC12CCC(CO)(CC1)CC2. RXN SMILES: [Br:12][CH2:13][C:14](=[O:15])[N:16]1[CH:17]([C:21]#[N:22])[CH2:18][CH2:19][CH2:20]1.[NH2:1][C:2]12[CH2:3][CH2:4][C:5]([CH2:10][OH:11])([CH2:6][CH2:7]1)[CH2:8][CH2:9]2>>[NH:1]([C:2]12[CH2:3][CH2:4][C:5]([CH2:10][OH:11])([CH2:6][CH2:7]1)[CH2:8][CH2:9]2)[CH2:13][C:14](=[O:15])[N:16]1[CH:17]([C:21]#[N:22])[CH2:18][CH2:19][CH2:20]1. The reactants are [OH-].[Na+] (sodium hydroxide), CC1=CC(=NC(=C1)C)NC(=S)C1(OC2=C(CC1)C(=C(C(=C2C)C)OCC(=O)OCC)C)C (N-(4,6-dimethylpyrid-2-yl)-6-ethoxycarbonylmethoxy-3,4-dihydro-2,5,7,8-tetramethyl-2H-1-benzopyran-2-thiocarboxamide), C(C)(=O)O (acetic acid). The solvent is O (water), C(C)O (ethanol). Run at time 2 hour. Yields the product CC1=CC(=NC(=C1)C)NC(=S)C1(OC2=C(CC1)C(=C(C(=C2C)C)OCC(=O)O)C)C (N-(4,6-dimethylpyrid-2-yl)-6-carboxymethoxy-3,4-dihydro-2,5,7,8-tetramethyl-2H-1-benzopyran-2-thiocarboxamide). As a reaction SMILES: [CH3:1][C:2]1[CH:7]=[C:6]([CH3:8])[N:5]=[C:4]([NH:9][C:10]([C:12]2([CH3:32])[CH2:17][CH2:16][C:15]3[C:18]([CH3:31])=[C:19]([O:24][CH2:25][C:26]([O:28]CC)=[O:27])[C:20]([CH3:23])=[C:21]([CH3:22])[C:14]=3[O:13]2)=[S:11])[CH:3]=1.[OH-].[Na+].C(O)(=O)C>C(O)C.O>[CH3:1][C:2]1[CH:7]=[C:6]([CH3:8])[N:5]=[C:4]([NH:9][C:10]([C:12]2([CH3:32])[CH2:17][CH2:16][C:15]3[C:18]([CH3:31])=[C:19]([O:24][CH2:25][C:26]([OH:28])=[O:27])[C:20]([CH3:23])=[C:21]([CH3:22])[C:14]=3[O:13]2)=[S:11])[CH:3]=1 |f:1.2|. Procedure details: 1.77 grams (4 mmol) of the compound of Example 67 are dissolved in 40 cm3 of ethanol. 4 cm3 of 2N sodium hydroxide are added dropwise. The mixture is stirred for 2 hours, then the reaction mixture is diluted with 60 cm3 of water and acidified with acetic acid. The mixture is filtered, washed with water and then dried to obtain the title product. Product: CC(C)(C)N1CCN(c2c(F)cc(F)cc2C=O)CC1. Reaction SMILES: [C:1]([CH3:2])([CH3:3])([CH3:4])[N:5]1[CH2:6][CH2:7][NH:8][CH2:9][CH2:10]1.[CH3:23][CH2:24][O:25][C:26](=[O:27])[CH3:28].[F:11][c:12]1[c:13]([CH:14]=[O:15])[cH:16][c:17]([F:21])[cH:18][c:19]1[F:20].[O:29]1[CH2:30][CH2:31][O:32][CH2:33][CH2:34]1.[OH2:22]>>[C:1]([CH3:2])([CH3:3])([CH3:4])[N:5]1[CH2:6][CH2:7][N:8]([c:12]2[c:13]([CH:14]=[O:15])[cH:16][c:17]([F:21])[cH:18][c:19]2[F:20])[CH2:9][CH2:10]1. Reactants: CC(C)(C)N1CCNCC1, CCOC(C)=O, O=Cc1cc(F)cc(F)c1F, C1COCCO1, O. Starting materials: C1(CC1)N1C(C2=CC=C(C=C2C1)B1OC(C(O1)(C)C)(C)C)=O (2-Cyclopropyl-5-(4,4,5,5-tetramethyl-1,3,2-dioxaborolan-2-yl)isoindolin-1-one), BrC1=CC=C(CN2C(O[C@@H](C2)C)=O)C=C1 ((R)-3-(4-Bromobenzyl)-5-methyloxazolidin-2-one), C1(CCCCC1)P(C1CCCCC1)C1CCCCC1 (tricyclohexylphosphine), dipalladium, P(=O)([O-])([O-])[O-].[K+].[K+].[K+] (potassium phosphate). Run in O (water), C(Cl)Cl (DCM), O1CCOCC1 (dioxane), O (water). The product is C1(CC1)N1C(C2=CC=C(C=C2C1)C1=CC=C(CN2C(O[C@@H](C2)C)=O)C=C1)=O ((R)-3-(4-(2-cyclopropyl-1-oxoisoindolin-5-yl)benzyl)-5-methyloxazolid in-2-one). The yield is 35.9%. Reaction SMILES: [CH:1]1([N:4]2[CH2:12][C:11]3[C:6](=[CH:7][CH:8]=[C:9](B4OC(C)(C)C(C)(C)O4)[CH:10]=3)[C:5]2=[O:22])[CH2:3][CH2:2]1.Br[C:24]1[CH:37]=[CH:36][C:27]([CH2:28][N:29]2[CH2:33][C@@H:32]([CH3:34])[O:31][C:30]2=[O:35])=[CH:26][CH:25]=1.C1(P(C2CCCCC2)C2CCCCC2)CCCCC1.P([O-])([O-])([O-])=O.[K+].[K+].[K+]>O1CCOCC1.O.C(Cl)Cl>[CH:1]1([N:4]2[CH2:12][C:11]3[C:6](=[CH:7][CH:8]=[C:9]([C:24]4[CH:37]=[CH:36][C:27]([CH2:28][N:29]5[CH2:33][C@@H:32]([CH3:34])[O:31][C:30]5=[O:35])=[CH:26][CH:25]=4)[CH:10]=3)[C:5]2=[O:22])[CH2:2][CH2:3]1 |f:3.4.5.6|. Procedure: 2-Cyclopropyl-5-(4,4,5,5-tetramethyl-1,3,2-dioxaborolan-2-yl)isoindolin-1-one (1A5) (0.204 mmol, 60.9 mg) was mixed with (R)-3-(4-bromobenzyl)-5-methyloxazolidin-2-one (5F3) (0.185 mmol, 50 mg), tricyclohexylphosphine (0.022 mmol, 8.5 mg), tris(dibenzylidineacetone) dipalladium (0.009 mmol, 8.5 mg) and potassium phosphate (0.315 mmol, 66.7 mg) in dioxane (1mI) and water (0.5 ml). The mixture was heated to 130° C. for 10 minutes in the microwave before addition of DCM (3 ml) and water (2 ml). The...